This data is from the Open Reaction Database (ORD), a public repository of structured organic reaction records. The task is: describe an organic reaction: reactants, conditions, products, and yield The reactants are C(C1=CC=CC=C1)OC(NC(CC1=CC(=C(C=C1)O)C(C)(C)C)C=1OC=NN1)=O (2-(3-t-butyl-4-hydroxyphenyl)-1-(1,3,4-oxadiazol-2-yl)ethylcarbamic acid benzyl ester), [H][H] (hydrogen). Reagents/catalysts: [C].[Pd] (palladium carbon). Run in CO (methanol). Product: C(C)(C)(C)C=1C=C(C=CC1O)CC(C=1OC=NN1)N (2-(3-t-butyl-4-hydroxyphenyl)-1-(1,3,4-oxadiazol-2-yl)ethylamine). Isolated yield 96.9%. RXN SMILES: C(OC(=O)[NH:10][CH:11]([C:24]1[O:25][CH:26]=[N:27][N:28]=1)[CH2:12][C:13]1[CH:18]=[CH:17][C:16]([OH:19])=[C:15]([C:20]([CH3:23])([CH3:22])[CH3:21])[CH:14]=1)C1C=CC=CC=1.[H][H]>CO.[C].[Pd]>[C:20]([C:15]1[CH:14]=[C:13]([CH2:12][CH:11]([NH2:10])[C:24]2[O:25][CH:26]=[N:27][N:28]=2)[CH:18]=[CH:17][C:16]=1[OH:19])([CH3:23])([CH3:21])[CH3:22] |f:3.4|. Reported procedure: To a solution of 2-(3-t-butyl-4-hydroxyphenyl)-1-(1,3,4-oxadiazol-2-yl)ethylcarbamic acid benzyl ester (1.25 g, 3.16 mmol) in methanol (30 ml), 10% palladium carbon (130 mg) was added and stirred in a hydrogen atmosphere at room temperature for 1 day. The reaction mixture was filtered and the filtrate was concentrated under reduced pressure; the thus obtained residue was subjected to silica gel column chromatography (developing solvent: chloroform:methanol:aqueous ammonia=100:10:1), giving the t...